From a dataset of the Open Reaction Database (ORD), a public repository of structured organic reaction records. describe an organic reaction: reactants, conditions, products, and yield The reactants are COc1ccc(-c2ccc(C(C)(C)NC(C)=O)cn2)cc1, Cl, [Na+], [OH-], O, O=S(=O)(O)c1ccccc1. Yields the product COc1ccc(-c2ccc(C(C)(C)N)cn2)cc1, O=S(=O)(O)c1ccccc1. As a reaction SMILES: [CH3:1][O:2][c:3]1[cH:4][cH:5][c:6](-[c:9]2[cH:10][cH:11][c:12]([C:15]([CH3:16])([CH3:17])[NH:18][C:19](=[O:20])[CH3:21])[cH:13][n:14]2)[cH:7][cH:8]1.[ClH:22].[Na+:24].[OH-:23].[OH2:35].[c:25]1([S:31](=[O:32])(=[O:33])[OH:34])[cH:26][cH:27][cH:28][cH:29][cH:30]1>>[CH3:1][O:2][c:3]1[cH:4][cH:5][c:6](-[c:9]2[cH:10][cH:11][c:12]([C:15]([CH3:16])([CH3:17])[NH2:18])[cH:13][n:14]2)[cH:7][cH:8]1.[c:25]1([S:31](=[O:32])(=[O:33])[OH:34])[cH:26][cH:27][cH:28][cH:29][cH:30]1.